This data is from the Open Reaction Database (ORD), a public repository of structured organic reaction records. The task is: describe an organic reaction: reactants, conditions, products, and yield Starting materials: BrC=1C=CC=2N3C4=C(C=C(C=C4C2C1)O)C(C(=C3)CC=3C=NC=CC3)=O (10-bromo-2-hydroxy-5-(3-pyridylmethyl)-4H-pyrido[3,2,1-jk]carbazole-4-one), BrCC(=O)OCCC (n-propyl bromoacetate). Yields the product BrC=1C=CC=2N3C4=C(C=C(C=C4C2C1)OCC(=O)OCCC)C(C(=C3)CC=3C=NC=CC3)=O (10-bromo-2-n-propoxycarbonylmethyloxy-5-(3-pyridylmethyl)-4H-pyrido[3,2,1-jk]carbazole-4-one). Isolated yield 55.0%. Reaction SMILES: [Br:1][C:2]1[CH:3]=[CH:4][C:5]2[N:6]3[CH:18]=[C:17]([CH2:19][C:20]4[CH:21]=[N:22][CH:23]=[CH:24][CH:25]=4)[C:16](=[O:26])[C:8]4[CH:9]=[C:10]([OH:15])[CH:11]=[C:12]([C:13]=2[CH:14]=1)[C:7]3=4.Br[CH2:28][C:29]([O:31][CH2:32][CH2:33][CH3:34])=[O:30]>>[Br:1][C:2]1[CH:3]=[CH:4][C:5]2[N:6]3[CH:18]=[C:17]([CH2:19][C:20]4[CH:21]=[N:22][CH:23]=[CH:24][CH:25]=4)[C:16](=[O:26])[C:8]4[CH:9]=[C:10]([O:15][CH2:28][C:29]([O:31][CH2:32][CH2:33][CH3:34])=[O:30])[CH:11]=[C:12]([C:13]=2[CH:14]=1)[C:7]3=4. Procedure: The procedure of Example 3 was repeated by using 10-bromo-2-hydroxy-5-(3-pyridylmethyl)-4H-pyrido[3,2,1-jk]carbazole-4-one (250 mg) and n-propyl bromoacetate (0.1 ml) to obtain the title compound (170 mg, 55%).